This data is from the Open Reaction Database (ORD), a public repository of structured organic reaction records. The task is: describe an organic reaction: reactants, conditions, products, and yield The product is C(C)(=O)OCCOCC1=NC2=NC=CN=C2C(N1)=O (2-[(2-Acetoxyethoxy)methyl]-4(3H)-pteridinone). Procedure details: A solution of 10.0 g (0.0452 mole) of 4-amino-2-[(2-hydroxyethoxy)methyl]pteridine in 350 ml of 5% aqueous sodium hydroxide is brought gradually to 85° C and maintained at this temperature for 1 hour 30 minutes. After cooling, the solution obtained is acidified with acetic acid to pH 5.5, and is then concentrated to dryness under reduced pressure. The residue is taken up in 500 ml of isopropanol. The insoluble inorganic portion is removed by filtration. The isopropanolic solution is concentrated... Starting materials: NC1=NC(=NC2=NC=CN=C12)COCCO (4-amino-2-[(2-hydroxyethoxy)methyl]pteridine), C(C)(=O)O (acetic acid), [OH-].[Na+] (sodium hydroxide). Reaction SMILES: N[C:2]1[C:11]2[C:6](=[N:7][CH:8]=[CH:9][N:10]=2)[N:5]=[C:4]([CH2:12][O:13][CH2:14][CH2:15][OH:16])[N:3]=1.[C:17](O)(=[O:19])[CH3:18].[OH-:21].[Na+]>>[C:17]([O:16][CH2:15][CH2:14][O:13][CH2:12][C:4]1[NH:3][C:2](=[O:21])[C:11]2[C:6](=[N:7][CH:8]=[CH:9][N:10]=2)[N:5]=1)(=[O:19])[CH3:18] |f:2.3|.